From a dataset of the Open Reaction Database (ORD), a public repository of structured organic reaction records. describe an organic reaction: reactants, conditions, products, and yield Reactants: ClC=1C=CC2=C(N=C(O2)NC[C@H]2N(CCC[C@H]2C)C(=O)OCC=C)C1 ((2S,3R)-allyl 2-(((5-chlorobenzo[d]oxazol-2-yl)amino)methyl)-3-methylpiperidine-1-carboxylate), NC[C@H]1N(CCC[C@H]1C)C(=O)C1=C(C=CC(=C1)C)N1N=CC(=N1)C (((2S,3R)-2-(aminomethyl)-3-methylpiperidin-1-yl)(5-methyl-2-(4-methyl-2H-1,2,3-triazol-2-yl)phenyl)methanone), ClC=1OC2=C(N1)C=C(C=C2)F (2-chloro-5-fluorobenzo[d]oxazole). The product is FC=1C=CC2=C(N=C(O2)NC[C@H]2N(CCC[C@H]2C)C(=O)C2=C(C=CC(=C2)C)N2N=CC(=N2)C)C1 (((2S,3R)-2-(((5-Fluorobenzo[d]oxazol-2-yl)amino)methyl)-3-methylpiperidin-1-yl)(5-methyl-2-(4-methyl-2H-1,2,3-triazol-2-yl)phenyl)methanone). As a reaction SMILES: ClC1C=CC2OC(NC[C@@H]3[C@H](C)CCCN3C(OCC=C)=O)=NC=2C=1.[NH2:26][CH2:27][C@@H:28]1[C@H:33]([CH3:34])[CH2:32][CH2:31][CH2:30][N:29]1[C:35]([C:37]1[CH:42]=[C:41]([CH3:43])[CH:40]=[CH:39][C:38]=1[N:44]1[N:48]=[C:47]([CH3:49])[CH:46]=[N:45]1)=[O:36].Cl[C:51]1[O:52][C:53]2[CH:59]=[CH:58][C:57]([F:60])=[CH:56][C:54]=2[N:55]=1>>[F:60][C:57]1[CH:58]=[CH:59][C:53]2[O:52][C:51]([NH:26][CH2:27][C@@H:28]3[C@H:33]([CH3:34])[CH2:32][CH2:31][CH2:30][N:29]3[C:35]([C:37]3[CH:42]=[C:41]([CH3:43])[CH:40]=[CH:39][C:38]=3[N:44]3[N:48]=[C:47]([CH3:49])[CH:46]=[N:45]3)=[O:36])=[N:55][C:54]=2[CH:56]=1. Procedure: The title compound was synthesized following the same general protocol as described for (2S,3R)-allyl 2-(((5-chlorobenzo[d]oxazol-2-yl)amino)methyl)-3-methylpiperidine-1-carboxylate in Example A27, using ((2S,3R)-2-(aminomethyl)-3-methylpiperidin-1-yl)(5-methyl-2-(4-methyl-2H-1,2,3-triazol-2-yl)phenyl)methanone and 2-chloro-5-fluorobenzo[d]oxazole. ESI-MS (m/z): 463 [M+1]+. Reactants: ClC=1C=C(C=CC1)C1=C(C=CC(=N1)C(=O)O)OC (6-(3-chloro-phenyl)-5-methoxy-pyridine-2-carboxylic acid), CC(N)(C=1OC=CN1)C (α,α-dimethyl-2-oxazolemethanamine). Product: CC(C)(C=1OC=CN1)NC(=O)C1=NC(=C(C=C1)OC)C1=CC(=CC=C1)Cl (6-(3-Chloro-phenyl)-5-methoxy-pyridine-2-carboxylic acid (1-methyl-1-oxazol-2-yl-ethyl)-amide). Reaction SMILES: [Cl:1][C:2]1[CH:3]=[C:4]([C:8]2[N:13]=[C:12]([C:14]([OH:16])=O)[CH:11]=[CH:10][C:9]=2[O:17][CH3:18])[CH:5]=[CH:6][CH:7]=1.[CH3:19][C:20]([CH3:27])([C:22]1[O:23][CH:24]=[CH:25][N:26]=1)[NH2:21]>>[CH3:19][C:20]([NH:21][C:14]([C:12]1[CH:11]=[CH:10][C:9]([O:17][CH3:18])=[C:8]([C:4]2[CH:5]=[CH:6][CH:7]=[C:2]([Cl:1])[CH:3]=2)[N:13]=1)=[O:16])([C:22]1[O:23][CH:24]=[CH:25][N:26]=1)[CH3:27]. Procedure: The title compound was synthesized in analogy to Example 1, using 6-(3-chloro-phenyl)-5-methoxy-pyridine-2-carboxylic acid (Example 81 c) and α,α-dimethyl-2-oxazolemethanamine (CAN 1211519-76-4) as starting materials, MS (EI): m/e=372.1 [M+H]+. The reactants are N(=C=O)[C@]12[C@@H]([C@H]3CC[C@@H]4[C@]5(CC=C(C([C@@H]5CC[C@]4([C@@]3(CC1)C)C)(C)C)C1=CC=C(C(=O)OC)C=C1)C)[C@@H](CC2)C(=C)C (methyl 4-((1R,3aS,5aR,5bR,7aR,11aS,11bR,13aR,13bR)-3a-isocyanato-5a,5b,8,8,11a-pentamethyl-1-(prop-1-en-2-yl)-2,3,3a,4,5,5a,5b,6,7,7a,8,11,11a,11b,12,13,13a,13b-octadecahydro-1H-cyclopenta[a]chrysen-9-yl)benzoate), NCC1(CC1)NC(OC(C)(C)C)=O (tert-butyl 1-(aminomethyl)cyclopropylcarbamate). The solvent is C1CCOC1 (THF). Run at time 16 hour. Product: C(C)(C)(C)OC(=O)NC1(CC1)CN[C@]12[C@@H]([C@H]3CC[C@@H]4[C@]5(CC=C(C([C@@H]5CC[C@]4([C@@]3(CC1)C)C)(C)C)C1=CC=C(C(=O)OC)C=C1)C)[C@@H](CC2)C(=C)C (methyl 4-((1R,3aS,5aR,5bR,7aR,11aS,11bR,13aR,13bR)-3a-((1-(tert-butoxycarbonylamino)cyclopropyl)methylamino)-5a,5b,8,8,11a-pentamethyl-1-(prop-1-en-2-yl)-2,3,3a,4,5,5a,5b,6,7,7a,8,11,11a,11b,12,13,13a,13b-octadecahydro-1H-cyclopenta[a]chrysen-9-yl)benzoate). The yield is 66.5%. RXN SMILES: N([C@:4]12[CH2:39][CH2:38][C@@H:37]([C:40]([CH3:42])=[CH2:41])[C@@H:5]1[C@@H:6]1[C@@:19]([CH3:22])([CH2:20][CH2:21]2)[C@@:18]2([CH3:23])[C@@H:9]([C@:10]3([CH3:36])[C@@H:15]([CH2:16][CH2:17]2)[C:14]([CH3:25])([CH3:24])[C:13]([C:26]2[CH:35]=[CH:34][C:29]([C:30]([O:32][CH3:33])=[O:31])=[CH:28][CH:27]=2)=[CH:12][CH2:11]3)[CH2:8][CH2:7]1)=C=O.[NH2:43][CH2:44][C:45]1([NH:48][C:49](=[O:55])[O:50][C:51]([CH3:54])([CH3:53])[CH3:52])[CH2:47][CH2:46]1>C1COCC1>[C:51]([O:50][C:49]([NH:48][C:45]1([CH2:44][NH:43][C@:4]23[CH2:39][CH2:38][C@@H:37]([C:40]([CH3:42])=[CH2:41])[C@@H:5]2[C@@H:6]2[C@@:19]([CH3:22])([CH2:20][CH2:21]3)[C@@:18]3([CH3:23])[C@@H:9]([C@:10]4([CH3:36])[C@@H:15]([CH2:16][CH2:17]3)[C:14]([CH3:25])([CH3:24])[C:13]([C:26]3[CH:27]=[CH:28][C:29]([C:30]([O:32][CH3:33])=[O:31])=[CH:34][CH:35]=3)=[CH:12][CH2:11]4)[CH2:8][CH2:7]2)[CH2:46][CH2:47]1)=[O:55])([CH3:52])([CH3:54])[CH3:53]. Reported procedure: To a solution of methyl 4-((1R,3aS,5aR,5bR,7aR,11aS,11bR,13aR,13bR)-3a-isocyanato-5a,5b,8,8,11a-pentamethyl-1-(prop-1-en-2-yl)-2,3,3a,4,5,5a,5b,6,7,7a,8,11,11a,11b,12,13,13a,13b-octadecahydro-1H-cyclopenta[a]chrysen-9-yl)benzoate (600 mg, 1.053 mmol) and N,N-diisopropyethyllamine (0.734 mL, 4.21 mmol) in THF (6 mL) was added tert-butyl 1-(aminomethyl)cyclopropylcarbamate (294 mg, 1.579 mmol). The resulting mixture was stirred at rt. After 16 h, the solvent was concentrated. The crude material wa... The reactants are [Cu]C#N (copper (I) cyanide), BrC1=C(C=CC(=C1)C(F)(F)F)N (2-bromo-4-trifluoromethyl-phenylamine). The solvent is CN1C(CCC1)=O (1-methyl-2-pyrrolidinone), C(C)(=O)OCC (ethyl acetate). The product is NC1=C(C#N)C=C(C=C1)C(F)(F)F (2-Amino-5-trifluoromethyl-benzonitrile). Yield: 47.0%. Reaction SMILES: [Cu][C:2]#[N:3].Br[C:5]1[CH:10]=[C:9]([C:11]([F:14])([F:13])[F:12])[CH:8]=[CH:7][C:6]=1[NH2:15]>CN1CCCC1=O.C(OCC)(=O)C>[NH2:15][C:6]1[CH:5]=[CH:10][C:9]([C:11]([F:12])([F:13])[F:14])=[CH:8][C:7]=1[C:2]#[N:3]. Procedure: Heat a mixture of copper (I) cyanide (2.24 g, 25.00 mmol) and 2-bromo-4-trifluoromethyl-phenylamine (5.0 g, 20.83 mmol from Avocado) in 1-methyl-2-pyrrolidinone (20 ml) to 195° C. for four hours. Dilute the reaction mixture with 100 ml of ethyl acetate and wash the dark solution twice with 28% aqueous ammonium hydroxide, twice with saturated aqueous sodium chloride (brine) and twice with water. Collect the organic layer, dry over sodium sulfate and remove the solvent under reduced pressure. Puri... Reactants: Intermediate 1, OC1=C(C=C(C=C1)O)C(C)=O (2′,5′-dihydroxyacetophenone), C1(CCC1)=O (cyclobutanone), N1CCCC1 (pyrrolidine). The product is OC=1C=C2C(CC3(CCC3)OC2=CC1)=O (6-Hydroxyspiro[chromene-2,1′-cyclobutan]-4-(3H)-one), product. As a reaction SMILES: [OH:1][C:2]1[CH:7]=[CH:6][C:5]([OH:8])=[CH:4][C:3]=1[C:9](=[O:11])[CH3:10].[C:12]1(=O)[CH2:15][CH2:14][CH2:13]1.N1CCCC1>>[OH:8][C:5]1[CH:4]=[C:3]2[C:2](=[CH:7][CH:6]=1)[O:1][C:12]1([CH2:15][CH2:14][CH2:13]1)[CH2:10][C:9]2=[O:11]. Procedure details: The title compound was prepared from 2′,5′-dihydroxyacetophenone (10 g, 65.724 mmol) and cyclobutanone (13.29 ml, 131.44 mmol), in the presence of pyrrolidine (10.79 ml) by similar procedure as described in Step 1 of Intermediate 1 to give 10 g of the product; 1H NMR (300 MHz, CDCl3) δ 1.63-1.73 (m, 2H), 1.84-1.95 (m, 2H), 2.05-2.15 (m, 2H), 2.23-2.33 (m, 2H), 6.85 (d, J=8.7 Hz, 1H), 7.06 (d, J=9.0 Hz, 1H), 7.33 (s, 1H). Starting materials: CCN=C=NCCCN(C)C, COC(C)NC(C)OC(C)OC, Cl, NS(=O)(=O)c1cc2c(s1)S(=O)(=O)C(CC(=O)O)C(=O)N2, CN(C)C=O, O, O, Oc1cccc2[nH]nnc12. Yields the product COC(C)OC(C)N(C(=O)CC1C(=O)Nc2cc(S(N)(=O)=O)sc2S1(=O)=O)C(C)OC. Reaction SMILES: [CH2:45]([N:46]=[C:47]=[N:48][CH2:49][CH2:50][CH2:51][N:52]([CH3:53])[CH3:54])[CH3:55].[CH3:32][O:33][CH:34]([CH3:35])[O:36][CH:37]([CH3:38])[NH:39][CH:40]([CH3:41])[O:42][CH3:43].[ClH:44].[O:1]=[C:2]1[NH:3][c:4]2[c:5]([s:14][c:15]([S:17]([NH2:18])(=[O:19])=[O:20])[cH:16]2)[S:6](=[O:12])(=[O:13])[CH:7]1[CH2:8][C:9](=[O:10])[OH:11].[O:56]=[CH:57][N:58]([CH3:59])[CH3:60].[OH2:21].[OH2:61].[OH:22][c:23]1[c:24]2[n:25][n:26][nH:27][c:28]2[cH:29][cH:30][cH:31]1>>[O:1]=[C:2]1[NH:3][c:4]2[c:5]([s:14][c:15]([S:17]([NH2:18])(=[O:19])=[O:20])[cH:16]2)[S:6](=[O:12])(=[O:13])[CH:7]1[CH2:8][C:9](=[O:11])[N:39]([CH:37]([O:36][CH:34]([O:33][CH3:32])[CH3:35])[CH3:38])[CH:40]([CH3:41])[O:42][CH3:43].